Dataset: the Open Reaction Database (ORD), a public repository of structured organic reaction records. Task: describe an organic reaction: reactants, conditions, products, and yield The reactants are CN(C)C=O, CC(C)c1ccc(C(=O)Cl)cc1, [H-], [Na+], O, CC=CCC(O)C(=O)c1ccccc1. The product is CC=CCC(O)(C(=O)c1ccccc1)C(=O)c1ccc(C(C)C)cc1. RXN SMILES: [CH3:30][N:31]([CH3:32])[CH:33]=[O:34].[CH:17]([CH3:18])([CH3:19])[c:20]1[cH:21][cH:22][c:23]([C:24](=[O:25])[Cl:26])[cH:27][cH:28]1.[H-:15].[Na+:16].[OH2:29].[OH:1][CH:2]([C:3](=[O:4])[c:5]1[cH:6][cH:7][cH:8][cH:9][cH:10]1)[CH2:11][CH:12]=[CH:13][CH3:14]>>[OH:1][C:2]([C:3](=[O:4])[c:5]1[cH:6][cH:7][cH:8][cH:9][cH:10]1)([CH2:11][CH:12]=[CH:13][CH3:14])[C:24]([c:23]1[cH:22][cH:21][c:20]([CH:17]([CH3:18])[CH3:19])[cH:28][cH:27]1)=[O:25]. RXN SMILES: [C:28](=[O:29])([O-:30])[O-:31].[Cs+:32].[Cs+:33].[F:17][c:18]1[cH:19][cH:20][c:21]([S:24](=[O:25])(=[O:26])[CH3:27])[cH:22][cH:23]1.[O:34]=[CH:35][N:36]([CH3:37])[CH3:38].[OH:1][c:2]1[cH:3][c:4]([C:12](=[O:13])[O:14][CH2:15][CH3:16])[cH:5][c:6]2[c:7]1[cH:8][c:9]([CH3:11])[o:10]2>>[O:1]([c:2]1[cH:3][c:4]([C:12](=[O:13])[O:14][CH2:15][CH3:16])[cH:5][c:6]2[c:7]1[cH:8][c:9]([CH3:11])[o:10]2)[c:18]1[cH:19][cH:20][c:21]([S:24](=[O:25])(=[O:26])[CH3:27])[cH:22][cH:23]1. Yields the product CCOC(=O)c1cc(Oc2ccc(S(C)(=O)=O)cc2)c2cc(C)oc2c1. Starting materials: O=C([O-])[O-], [Cs+], [Cs+], CS(=O)(=O)c1ccc(F)cc1, CN(C)C=O, CCOC(=O)c1cc(O)c2cc(C)oc2c1. Reactants: C#Cc1ccc(-c2nc3sccn3c2NC(C)(C)C)s1, [Cu]I, Fc1cccnc1I, Cl[Pd]Cl, c1ccc(P(c2ccccc2)c2ccccc2)cc1, c1ccc(P(c2ccccc2)c2ccccc2)cc1. The product is CC(C)(C)Nc1c(-c2ccc(C#Cc3ncccc3F)s2)nc2sccn12. Reaction SMILES: [C:1]([CH3:2])([CH3:3])([CH3:4])[NH:5][c:6]1[c:7](-[c:14]2[s:15][c:16]([C:19]#[CH:20])[cH:17][cH:18]2)[n:8][c:9]2[s:10][cH:11][cH:12][n:13]12.[Cu:70][I:71].[F:21][c:22]1[c:23]([I:28])[n:24][cH:25][cH:26][cH:27]1.[Pd:29]([Cl:30])[Cl:31].[c:32]1([P:33]([c:34]2[cH:35][cH:36][cH:37][cH:38][cH:39]2)[c:40]2[cH:41][cH:42][cH:43][cH:44][cH:45]2)[cH:46][cH:47][cH:48][cH:49][cH:50]1.[c:51]1([P:52]([c:53]2[cH:54][cH:55][cH:56][cH:57][cH:58]2)[c:59]2[cH:60][cH:61][cH:62][cH:63][cH:64]2)[cH:65][cH:66][cH:67][cH:68][cH:69]1>>[C:1]([CH3:2])([CH3:3])([CH3:4])[NH:5][c:6]1[c:7](-[c:14]2[s:15][c:16]([C:19]#[C:20][c:23]3[c:22]([F:21])[cH:27][cH:26][cH:25][n:24]3)[cH:17][cH:18]2)[n:8][c:9]2[s:10][cH:11][cH:12][n:13]12. Reactants: CC1=CC(=C(C(=C1O)OC)OC)O (2,3-dimethoxy-5-methyl-1,4-benzohydroquinone), N1CCOCC1 (morpholine), O1CCOCC1 (dioxane). The product is COC1=C(O)C(=C(C(=C1OC)O)C)CN1CCOCC1 (2,3-dimethoxy-5-methyl-6-morpholinomethylhydroquinone). RXN SMILES: [CH3:1][C:2]1[C:7]([OH:8])=[C:6]([O:9][CH3:10])[C:5]([O:11][CH3:12])=[C:4]([OH:13])[CH:3]=1.[NH:14]1[CH2:19][CH2:18][O:17][CH2:16][CH2:15]1.O1CCOC[CH2:21]1>>[CH3:12][O:11][C:5]1[C:6]([O:9][CH3:10])=[C:7]([OH:8])[C:2]([CH3:1])=[C:3]([CH2:21][N:14]2[CH2:19][CH2:18][O:17][CH2:16][CH2:15]2)[C:4]=1[OH:13]. Reported procedure: A solution of 2,3-dimethoxy-5-methyl-1,4-benzohydroquinone (2.2 g) 37% formaldehyde (2.4 ml) and morpholine (2.4 ml) in dioxane (11 ml) was refluxed at 100° C. for 2 hours. The reaction mixture was evaporated to dryness and the residue was suspended in water. The suspension was extracted with chloroform and the extract was treated in a conventional manner. The residue was recrystallized from ether-hexane to give 2,3-dimethoxy-5-methyl-6-morpholinomethylhydroquinone (2.23 g), melting at 127°-130°... Starting materials: [OH-].[Na+] (sodium hydroxide), CC1=CC=CC(=N1)N1CCC(CC1)CCC1CCN(CC1)C(=O)OC=1C=NC=C(C(=O)OC)C1 (methyl 5-{[(4-{2-[1-(6-methylpyridin-2-yl)piperidin-4-yl]ethyl}piperidin-1-yl)carbonyl]oxy}nicotinate). Solvent: C1CCOC1 (THF). Run at time 8 hour. The product is CC1=CC=CC(=N1)N1CCC(CC1)CCC1CCN(CC1)C(=O)OC=1C=NC=C(C(=O)[O-])C1.[Na+] (sodium 5-{[(4-{2-[1-(6-methylpyridin-2-yl)piperidin-4-yl]ethyl}piperidin-1-yl)carbonyl]oxy}nicotinate). As a reaction SMILES: [OH-].[Na+:2].[CH3:3][C:4]1[N:9]=[C:8]([N:10]2[CH2:15][CH2:14][CH:13]([CH2:16][CH2:17][CH:18]3[CH2:23][CH2:22][N:21]([C:24]([O:26][C:27]4[CH:28]=[N:29][CH:30]=[C:31]([CH:36]=4)[C:32]([O:34]C)=[O:33])=[O:25])[CH2:20][CH2:19]3)[CH2:12][CH2:11]2)[CH:7]=[CH:6][CH:5]=1>C1COCC1>[CH3:3][C:4]1[N:9]=[C:8]([N:10]2[CH2:11][CH2:12][CH:13]([CH2:16][CH2:17][CH:18]3[CH2:23][CH2:22][N:21]([C:24]([O:26][C:27]4[CH:28]=[N:29][CH:30]=[C:31]([CH:36]=4)[C:32]([O-:34])=[O:33])=[O:25])[CH2:20][CH2:19]3)[CH2:14][CH2:15]2)[CH:7]=[CH:6][CH:5]=1.[Na+:2] |f:0.1,4.5|. Procedure details: An aqueous 1 M sodium hydroxide solution (0.45 ml) was added to a THF (5 ml) solution of methyl 5-{[(4-{2-[1-(6-methylpyridin-2-yl)piperidin-4-yl]ethyl}piperidin-1-yl)carbonyl]oxy}nicotinate (208 mg), followed by stirring overnight at room temperature. The reaction liquid was concentrated to obtain sodium 5-{[(4-{2-[1-(6-methylpyridin-2-yl)piperidin-4-yl]ethyl}piperidin-1-yl)carbonyl]oxy}nicotinate (158 mg). Reactants: BrC1=C(C=C(C=C1C)B1OC(C(O1)(C)C)(C)C)C (2-bromo-1,3-dimethyl-5-(4,4,5,5-tetramethyl-[1,3,2]dioxaborolan-2-yl)-benzene), BrC1=NC=C(C=N1)C (2-bromo-5-methyl-pyrimidine), Intermediate 56. Yields the product BrC1=C(C=C(C=C1C)C1=NC=C(C=N1)C)C (2-(4-Bromo-3,5-dimethyl-phenyl)-5-methyl-pyrimidine). As a reaction SMILES: [Br:1][C:2]1[C:7]([CH3:8])=[CH:6][C:5](B2OC(C)(C)C(C)(C)O2)=[CH:4][C:3]=1[CH3:18].Br[C:20]1[N:25]=[CH:24][C:23]([CH3:26])=[CH:22][N:21]=1>>[Br:1][C:2]1[C:3]([CH3:18])=[CH:4][C:5]([C:20]2[N:25]=[CH:24][C:23]([CH3:26])=[CH:22][N:21]=2)=[CH:6][C:7]=1[CH3:8]. Procedure details: The title compound is prepared from 2-bromo-1,3-dimethyl-5-(4,4,5,5-tetramethyl-[1,3,2]dioxaborolan-2-yl)-benzene and 2-bromo-5-methyl-pyrimidine following a procedure analogous to that described in Step 1 of Intermediate 56. LC (method 7): tR=1.20 min; Mass spectrum (ESI+): m/z=277/279 (Br) [M+H]+.